The task is: describe an organic reaction: reactants, conditions, products, and yield. This data is from the Open Reaction Database (ORD), a public repository of structured organic reaction records. The reactants are C1(=CC=CC=C1)C (toluene), ClC1=C(CN)C=C(C=C1)C(F)(F)F (2-chloro-5-trifluoromethyl benzyl amine), FC(C=1C=C(C=O)C=C(C1)C(F)(F)F)(F)F (3,5-bis(trifluoromethyl)benzaldehyde), C1(=CC=C(C=C1)S(=O)(=O)N)C (para-toluenesulfonamide). Solvent: O (water). Yields the product FC(C=1C=C(C=NCC2=C(C=CC(=C2)C(F)(F)F)Cl)C=C(C1)C(F)(F)F)(F)F (N-(3,5-bis(trifluoromethyl)benzylidene)(2-chloro-5-(trifluoromethyl)phenyl)methanamine). As a reaction SMILES: C1(C)C=CC=CC=1.[Cl:8][C:9]1[CH:16]=[CH:15][C:14]([C:17]([F:20])([F:19])[F:18])=[CH:13][C:10]=1[CH2:11][NH2:12].[F:21][C:22]([F:36])([F:35])[C:23]1[CH:24]=[C:25]([CH:28]=[C:29]([C:31]([F:34])([F:33])[F:32])[CH:30]=1)[CH:26]=O.C1(C)C=CC(S(N)(=O)=O)=CC=1>O>[F:21][C:22]([F:35])([F:36])[C:23]1[CH:24]=[C:25]([CH:28]=[C:29]([C:31]([F:34])([F:32])[F:33])[CH:30]=1)[CH:26]=[N:12][CH2:11][C:10]1[CH:13]=[C:14]([C:17]([F:18])([F:19])[F:20])[CH:15]=[CH:16][C:9]=1[Cl:8]. Reported procedure: To a 100 mL round bottom flask, equipped with a Dean Start Trap was charged 50 mL of toluene, 5.0 gm of 2-chloro-5-trifluoromethyl benzyl amine and 5.8 gm of 3,5-bis(trifluoromethyl)benzaldehyde and 50 mg of para-toluenesulfonamide. The reaction was heated until water no longer distilled off about 3 hours, then cooled to ambient temperature and the solvent removed in vacuum. The crude product was used directly in the next step without further purification. 10.0 gm. Starting materials: CNC, CCO, CC(Nc1nccc(-n2cnc3cc(-c4ccc(Cl)nn4)ccc32)n1)c1ccccc1. Reaction SMILES: [CH3:32][NH:33][CH3:34].[CH3:35][CH2:36][OH:37].[c:1]1([CH:7]([CH3:8])[NH:9][c:10]2[n:11][cH:12][cH:13][c:14](-[n:16]3[cH:17][n:18][c:19]4[c:20]3[cH:21][cH:22][c:23](-[c:25]3[n:26][n:27][c:28]([Cl:31])[cH:29][cH:30]3)[cH:24]4)[n:15]2)[cH:2][cH:3][cH:4][cH:5][cH:6]1>>[c:1]1([CH:7]([CH3:8])[NH:9][c:10]2[n:11][cH:12][cH:13][c:14](-[n:16]3[cH:17][n:18][c:19]4[c:20]3[cH:21][cH:22][c:23](-[c:25]3[n:26][n:27][c:28]([N:33]([CH3:32])[CH3:34])[cH:29][cH:30]3)[cH:24]4)[n:15]2)[cH:2][cH:3][cH:4][cH:5][cH:6]1. The product is CC(Nc1nccc(-n2cnc3cc(-c4ccc(N(C)C)nn4)ccc32)n1)c1ccccc1. Starting materials: C(C)(C)(C)OC(=O)N1CCC(CC1)N1C(NC(=C1)C(=O)O)=O (1-(1-(tert-Butoxycarbonyl)piperidin-4-yl)-2-oxo-2,3-dihydro-1H-imidazole-4-carboxylic acid), CN(C=O)C (N,N-dimethylformamide), C(C(=O)Cl)(=O)Cl (oxalyl chloride), C(C(=O)Cl)(=O)Cl (Oxalyl chloride). Run in O1CCCC1 (tetrahydrofuran), O (water). Reaction conditions: temperature -10 celsius, time 1 hour. The product is C(N)(=O)C=1NC(N(C1)C1CCN(CC1)C(=O)OC(C)(C)C)=O (tert-butyl 4-(4-carbamoyl-2-oxo-2,3-dihydroimidazol-1-yl)piperidine-1-carboxylate). Isolated yield 79.0%. As a reaction SMILES: [C:1]([O:5][C:6]([N:8]1[CH2:13][CH2:12][CH:11]([N:14]2[CH:18]=[C:17]([C:19]([OH:21])=O)[NH:16][C:15]2=[O:22])[CH2:10][CH2:9]1)=[O:7])([CH3:4])([CH3:3])[CH3:2].C[N:24](C)C=O.C(Cl)(=O)C(Cl)=O>O1CCCC1.O>[C:19]([C:17]1[NH:16][C:15](=[O:22])[N:14]([CH:11]2[CH2:10][CH2:9][N:8]([C:6]([O:5][C:1]([CH3:3])([CH3:2])[CH3:4])=[O:7])[CH2:13][CH2:12]2)[CH:18]=1)(=[O:21])[NH2:24]. Procedure details: 1-(1-(tert-Butoxycarbonyl)piperidin-4-yl)-2-oxo-2,3-dihydro-1H-imidazole-4-carboxylic acid (355 mg, 1.140 mmol) was dissolved in a mixture of tetrahydrofuran (20 mL,) and N,N-dimethylformamide (15 μl, 0.194 mmol). Mixture was cooled to −10° C. Oxalyl chloride (150 μL, 1.714 mmol) was added to the mixture drop-wise. Reaction mixture was warmed to room temperature and held with stirring for 1 hour. Another 60 μL of oxalyl chloride was added to the mixture. Reaction stirred at room temperature for ... The reactants are COC=1C=C(C(=O)Cl)C=CC1OCCCCCCCCCCCCCC (3-Methoxy-4-(tetradecyloxy)benzoyl chloride), N1=C(C=CC=C1)CNC(C)=O (N-2-Pyridylmethylacetamide). Product: C(C)(=O)N(C(C1=CC(=C(C=C1)OCCCCCCCCCCCCCC)OC)=O)CC1=NC=CC=C1 (N-Acetyl-3-methoxy-4-(tetradecyloxy)-N-(2-pyridinylmethyl)benzamide). Isolated yield 27.7%. Reaction SMILES: [CH3:1][O:2][C:3]1[CH:4]=[C:5]([CH:9]=[CH:10][C:11]=1[O:12][CH2:13][CH2:14][CH2:15][CH2:16][CH2:17][CH2:18][CH2:19][CH2:20][CH2:21][CH2:22][CH2:23][CH2:24][CH2:25][CH3:26])[C:6](Cl)=[O:7].[N:27]1[CH:32]=[CH:31][CH:30]=[CH:29][C:28]=1[CH2:33][NH:34][C:35](=[O:37])[CH3:36]>>[C:35]([N:34]([CH2:33][C:28]1[CH:29]=[CH:30][CH:31]=[CH:32][N:27]=1)[C:6](=[O:7])[C:5]1[CH:9]=[CH:10][C:11]([O:12][CH2:13][CH2:14][CH2:15][CH2:16][CH2:17][CH2:18][CH2:19][CH2:20][CH2:21][CH2:22][CH2:23][CH2:24][CH2:25][CH3:26])=[C:3]([O:2][CH3:1])[CH:4]=1)(=[O:37])[CH3:36]. Reported procedure: The title compound is prepared by the procedure of Example 27 using 1.09 g product from Example 48, 0.450 g of product from Example 12, 0.144 g of 50% washed sodium hydride and 12 ml of dry tetrahydrofuran. The residue is purified by column chromatography (silica gel:35% ethyl acetate/hexane) to give 0.391 g of the desired product as yellow crystals. Reactants: C(#N)C1=CC=C(C=C1)[B-](F)(F)F.[K+] (potassium (4-cyanophenyl)trifluoroborate), BrC=1C(=NC=C(C(=O)OC)C1)OCC(F)(F)F (methyl 5-bromo-6-(2,2,2-trifluoroethoxy)nicotinate), C([O-])([O-])=O.[Cs+].[Cs+] (cesium carbonate), C1(=CC=CC=C1)C (toluene). The reagents and catalysts are C(C)(=O)[O-].[Pd+2].C(C)(=O)[O-] (palladium(II) acetate), C(CCC)P(C12CC3CC(CC(C1)C3)C2)C23CC1CC(CC(C2)C1)C3 (butyldi-1-adamantylphosphine). Run in O (water), O (H2O). Run at temperature 120 celsius. Product: COC(C1=CN=C(C(=C1)C1=CC=C(C=C1)C#N)OCC(F)(F)F)=O (5-(4-Cyano-phenyl)-6-(2,2,2-trifluoro-ethoxy)-nicotinic acid methyl ester). The yield is 84.0%. Reaction SMILES: Br[C:2]1[C:3]([O:12][CH2:13][C:14]([F:17])([F:16])[F:15])=[N:4][CH:5]=[C:6]([CH:11]=1)[C:7]([O:9][CH3:10])=[O:8].C(=O)([O-])[O-].[Cs+].[Cs+].C1(C)C=CC=CC=1.[C:31]([C:33]1[CH:38]=[CH:37][C:36]([B-](F)(F)F)=[CH:35][CH:34]=1)#[N:32].[K+]>C([O-])(=O)C.[Pd+2].C([O-])(=O)C.C(P(C12CC3CC(CC(C3)C1)C2)C12CC3CC(CC(C3)C1)C2)CCC.O>[CH3:10][O:9][C:7](=[O:8])[C:6]1[CH:11]=[C:2]([C:36]2[CH:37]=[CH:38][C:33]([C:31]#[N:32])=[CH:34][CH:35]=2)[C:3]([O:12][CH2:13][C:14]([F:17])([F:16])[F:15])=[N:4][CH:5]=1 |f:1.2.3,5.6,7.8.9|. Procedure: In a 50 mL 4-necked flask, methyl 5-bromo-6-(2,2,2-trifluoroethoxy)nicotinate (1 g, 3.18 mmol, Eq: 1.00, CAN 1211589-51-3) and cesium carbonate (3.11 g, 9.55 mmol, Eq: 3) were combined with toluene (25 ml) and water (2.8 ml) to give a colorless solution. The reaction mixture was 3× degassed and purged with argon; then palladium(II) acetate (14.3 mg, 63.7 μmol, Eq: 0.02), potassium (4-cyanophenyl)trifluoroborate (732 mg, 3.5 mmol, Eq: 1.1, CAN 850623-36-8) and butyldi-1-adamantylphosphine (68.5 m... Starting materials: CN(C)C=O, CCOC(C)=O, CCN(C(C)C)C(C)C, CC(Nc1nc(Cl)cc(Cl)n1)c1ccc(F)cc1, O=C1CNCC(=O)N1, C1CCOC1. The product is CC(Nc1nc(Cl)cc(N2CC(=O)NC(=O)C2)n1)c1ccc(F)cc1. Reaction SMILES: [CH3:41][N:42]([CH3:43])[CH:44]=[O:45].[CH3:46][CH2:47][O:48][C:49](=[O:50])[CH3:51].[CH:27]([N:28]([CH2:29][CH3:30])[CH:31]([CH3:32])[CH3:33])([CH3:34])[CH3:35].[Cl:1][c:2]1[n:3][c:4]([NH:9][CH:10]([CH3:11])[c:12]2[cH:13][cH:14][c:15]([F:18])[cH:16][cH:17]2)[n:5][c:6]([Cl:8])[cH:7]1.[NH:19]1[C:20](=[O:26])[CH2:21][NH:22][CH2:23][C:24]1=[O:25].[O:36]1[CH2:37][CH2:38][CH2:39][CH2:40]1>>[c:2]1([N:22]2[CH2:21][C:20](=[O:26])[NH:19][C:24](=[O:25])[CH2:23]2)[n:3][c:4]([NH:9][CH:10]([CH3:11])[c:12]2[cH:13][cH:14][c:15]([F:18])[cH:16][cH:17]2)[n:5][c:6]([Cl:8])[cH:7]1.